This data is from the Open Reaction Database (ORD), a public repository of structured organic reaction records. The task is: describe an organic reaction: reactants, conditions, products, and yield The reactants are Cl.Cl.ClC=1C(=NC=CN1)CN (C-(3-Chloropyrazin-2-yl)methylamine bis-hydrochloride), C(C)(C)N(C(C)C)CC (N,N-diisopropylethylamine), Cl.CN(CCCN=C=NCC)C (N-(3-dimethylaminopropyl)-N′-ethylcarbodiimide hydrochloride), C(C1=CC=CC=C1)OC(=O)N1CCC(CC1)C(=O)O (1-[(benzyloxy)carbonyl]-4-piperidine carboxylic acid). Run in C(Cl)Cl (DCM), C(Cl)Cl (DCM). Conditions: time 8 hour. Product: ClC=1C(=NC=CN1)CNC(=O)C1CCN(CC1)C(=O)OCC1=CC=CC=C1 (Benzyl 4-{[(3-chloropyrazin-2-yl)methyl]carbamoyl}piperidine-1-carboxylate). Reaction SMILES: Cl.Cl.[Cl:3][C:4]1[C:5]([CH2:10][NH2:11])=[N:6][CH:7]=[CH:8][N:9]=1.C(N(CC)C(C)C)(C)C.Cl.CN(C)CCCN=C=NCC.[CH2:33]([O:40][C:41]([N:43]1[CH2:48][CH2:47][CH:46]([C:49](O)=[O:50])[CH2:45][CH2:44]1)=[O:42])[C:34]1[CH:39]=[CH:38][CH:37]=[CH:36][CH:35]=1>C(Cl)Cl>[Cl:3][C:4]1[C:5]([CH2:10][NH:11][C:49]([CH:46]2[CH2:47][CH2:48][N:43]([C:41]([O:40][CH2:33][C:34]3[CH:35]=[CH:36][CH:37]=[CH:38][CH:39]=3)=[O:42])[CH2:44][CH2:45]2)=[O:50])=[N:6][CH:7]=[CH:8][N:9]=1 |f:0.1.2,4.5|. Reported procedure: A solution of C-(3-Chloropyrazin-2-yl)methylamine bis-hydrochloride (2.00 g, 0.0107 mol) and N,N-diisopropylethylamine (2.2 g, 0.017 mol) in DCM (27.0 mL) was treated with and N-(3-dimethylaminopropyl)-N′-ethylcarbodiimide hydrochloride (3.2 g, 0.017 mol), (1.5 g, 0.011 mol) and 1-[(benzyloxy)carbonyl]-4-piperidine carboxylic acid (3.8 g, 0.014 mol). The mixture was stirred at rt overnight then diluted with DCM (30 mL), washed with sat. NaHCO3 (20 mL) and brine (20 mL), then dried over Na2SO4 an...